This data is from the Open Reaction Database (ORD), a public repository of structured organic reaction records. The task is: describe an organic reaction: reactants, conditions, products, and yield Reactants: ClC1=C(C#N)C=CC(=C1)C(F)(F)F (2-chloro-4-trifluoromethylbenzonitrile), N1CCCCC1 (piperidine). Conditions: temperature 80 celsius. The product is FC(C1=CC(=C(C#N)C=C1)N1CCCCC1)(F)F (4-(trifluoromethyl)-2-(piperidin-1-yl)benzonitrile). The yield is 56.0%. Reaction SMILES: Cl[C:2]1[CH:9]=[C:8]([C:10]([F:13])([F:12])[F:11])[CH:7]=[CH:6][C:3]=1[C:4]#[N:5].[NH:14]1[CH2:19][CH2:18][CH2:17][CH2:16][CH2:15]1>>[F:11][C:10]([F:13])([F:12])[C:8]1[CH:7]=[CH:6][C:3]([C:4]#[N:5])=[C:2]([N:14]2[CH2:19][CH2:18][CH2:17][CH2:16][CH2:15]2)[CH:9]=1. Procedure: To commercially available 2-chloro-4-trifluoromethylbenzonitrile 13 (1 ml, 7.2 mmol) was added piperidine (4 equiv., 2.8 ml) and the solution was heated at 80° C. overnight. The reaction was evaporated and the residue was dissolved in AcOEt and washed with water and brine. The organic phase was evaporated obtaining 1 g of a yellow oil. Yield=56% 1HNMR (DMSO, 200 MHz) δ 1.60 (6H, m), 3.20 (4H, m), 7.34 (2H, m), 7.89 (1H, dd, J=8.6 Hz, J′=0.4 Hz) Reactants: FC1=C(C#N)C=C(C=C1)OC(F)(F)F (2-fluoro-5-(trifluoromethoxy)benzonitrile), C[S-].[Na+] (sodium methanethiolate), Cl (hydrochloric acid). The solvent is CN(C=O)C (N,N-dimethylformamide). Run at time 2 hour. Yields the product Cl.CSC1=C(C=C(C=C1)OC(F)(F)F)CN (1-[2-(methylsulfanyl)-5-(trifluoromethoxy)phenyl]methanamine hydrochloride). RXN SMILES: F[C:2]1[CH:9]=[CH:8][C:7]([O:10][C:11]([F:14])([F:13])[F:12])=[CH:6][C:3]=1[C:4]#[N:5].[CH3:15][S-:16].[Na+].[ClH:18]>CN(C)C=O>[ClH:18].[CH3:15][S:16][C:2]1[CH:9]=[CH:8][C:7]([O:10][C:11]([F:14])([F:13])[F:12])=[CH:6][C:3]=1[CH2:4][NH2:5] |f:1.2,5.6|. Reported procedure: (Step 1) A mixture of 2-fluoro-5-(trifluoromethoxy)benzonitrile (6.55 g) and sodium methanethiolate (2.46 g) was stirred in N,N-dimethylformamide (50 ml) at room temperature for 3 hr. The reaction solution was treated with 1N hydrochloric acid, and extracted with ethyl acetate. The extract was washed with saturated brine, and dried over magnesium sulfate. The solvent was evaporated under reduced pressure. A solution of the obtained residue in tetrahydrofuran (20 ml) was added at 0° C. to a suspe... Starting materials: CN, COC(=O)c1cncc(C)c1N. The product is CNC(=O)c1cncc(C)c1N. Reaction SMILES: [CH3:13][NH2:14].[NH2:1][c:2]1[c:3]([CH3:12])[cH:4][n:5][cH:6][c:7]1[C:8]([O:10][CH3:9])=[O:11]>>[NH2:1][c:2]1[c:3]([CH3:12])[cH:4][n:5][cH:6][c:7]1[C:8](=[O:10])[NH:14][CH3:13]. Reactants: COCCO[Al+]OCCOC, Cc1ccccc1, [H-], [H-], [Na+], c1ccc(C(c2ccccc2)C2CCN(CCCCc3cccnc3)CC2)cc1, O=C(CCCc1cccnc1)N1CCC(C=C(c2ccccc2)c2ccccc2)CC1. The product is C(=C(c1ccccc1)c1ccccc1)C1CCN(CCCCc2cccnc2)CC1. Reaction SMILES: [CH3:62][O:63][CH2:64][CH2:65][O:66][Al+:67][O:68][CH2:69][CH2:70][O:71][CH3:72].[CH3:75][c:76]1[cH:77][cH:78][cH:79][cH:80][cH:81]1.[H-:61].[H-:74].[Na+:73].[c:1]1([CH:2]([c:3]2[cH:4][cH:5][cH:6][cH:7][cH:8]2)[CH:9]2[CH2:10][CH2:11][N:12]([CH2:13][CH2:14][CH2:15][CH2:16][c:17]3[cH:18][n:19][cH:20][cH:21][cH:22]3)[CH2:23][CH2:24]2)[cH:25][cH:26][cH:27][cH:28][cH:29]1.[c:30]1([C:36](=[CH:37][CH:38]2[CH2:39][CH2:40][N:41]([C:44]([CH2:45][CH2:46][CH2:47][c:48]3[cH:49][n:50][cH:51][cH:52][cH:53]3)=[O:54])[CH2:42][CH2:43]2)[c:55]2[cH:56][cH:57][cH:58][cH:59][cH:60]2)[cH:31][cH:32][cH:33][cH:34][cH:35]1>>[c:30]1([C:36](=[CH:37][CH:38]2[CH2:39][CH2:40][N:41]([CH2:44][CH2:45][CH2:46][CH2:47][c:48]3[cH:49][n:50][cH:51][cH:52][cH:53]3)[CH2:42][CH2:43]2)[c:55]2[cH:56][cH:57][cH:58][cH:59][cH:60]2)[cH:31][cH:32][cH:33][cH:34][cH:35]1.